Dataset: the Open Reaction Database (ORD), a public repository of structured organic reaction records. Task: describe an organic reaction: reactants, conditions, products, and yield The reactants are CC(=O)C (Acetone), C(C)(C)(C)OC(NCCCN1C(=NC=2C(=NC=3C=CC=CC3C21)N)CON)=O (tert-butyl[3-(4-amino-2-aminooxymethyl-1H-imidazo[4,5-c]quinolin-1-yl)propyl]carbamate). Yields the product C(C)(C)(C)OC(NCCCN1C(=NC=2C(=NC=3C=CC=CC3C21)N)CON=C(C)C)=O (tert-butyl[3-(4-amino-2-isopropylideneaminoxymethyl-1H-imidazo[4,5-c]quinolin-1-yl)propyl]carbamate). Procedure: Acetone (20 mL) was added to a solution of tert-butyl[3-(4-amino-2-aminooxymethyl-1H-imidazo[4,5-c]quinolin-1-yl)propyl]carbamate (3.6 g) in methanol (70 mL). The reaction mixture was stirred at ambient temperature overnight and then concentrated under reduced pressure to provide 4.12 g of tert-butyl[3-(4-amino-2-isopropylideneaminoxymethyl-1H-imidazo[4,5-c]quinolin-1-yl)propyl]carbamate as a light yellow foam. Reaction conditions: time 8 hour. Solvent: CO (methanol). Reaction SMILES: [CH3:1][C:2]([CH3:4])=O.[C:5]([O:9][C:10](=[O:32])[NH:11][CH2:12][CH2:13][CH2:14][N:15]1[C:27]2[C:26]3[CH:25]=[CH:24][CH:23]=[CH:22][C:21]=3[N:20]=[C:19]([NH2:28])[C:18]=2[N:17]=[C:16]1[CH2:29][O:30][NH2:31])([CH3:8])([CH3:7])[CH3:6]>CO>[C:5]([O:9][C:10](=[O:32])[NH:11][CH2:12][CH2:13][CH2:14][N:15]1[C:27]2[C:26]3[CH:25]=[CH:24][CH:23]=[CH:22][C:21]=3[N:20]=[C:19]([NH2:28])[C:18]=2[N:17]=[C:16]1[CH2:29][O:30][N:31]=[C:2]([CH3:4])[CH3:1])([CH3:8])([CH3:6])[CH3:7]. The yield is 86.0%. Starting materials: ClC1=C(C(=O)Cl)C(=CC=C1)OC (2-Chloro-6-methoxy-benzoyl chloride), NC1=C(C(=O)N)C=CC=C1 (2-Amino-benzamide), ice water. Product: C(N)(=O)C1=C(C=CC=C1)NC(C1=C(C=CC=C1OC)Cl)=O (N-(2-carbamoylphenyl)-2-chloro-6-methoxybenzamide). Run at temperature 0 celsius, time 3 day. Procedure: 2-Amino-benzamide (6.9 g, 50.8 mmol) was dissolved in 50 mL of pyridine and cooled to 0° C. 2-Chloro-6-methoxy-benzoyl chloride was added dropwise to the solution. After complete addition, the reaction was left to stir at room temperature for three days, which resulted in formation of a brown, cloudy solution. The reaction mixture was then poured into 150 mL of ice water. The precipitate was filtered and washed twice with water, twice with THF and finally twice with CH2Cl2 to obtain N-(2-carbamo... As a reaction SMILES: [NH2:1][C:2]1[CH:10]=[CH:9][CH:8]=[CH:7][C:3]=1[C:4]([NH2:6])=[O:5].[Cl:11][C:12]1[CH:20]=[CH:19][CH:18]=[C:17]([O:21][CH3:22])[C:13]=1[C:14](Cl)=[O:15]>N1C=CC=CC=1>[C:4]([C:3]1[CH:7]=[CH:8][CH:9]=[CH:10][C:2]=1[NH:1][C:14](=[O:15])[C:13]1[C:17]([O:21][CH3:22])=[CH:18][CH:19]=[CH:20][C:12]=1[Cl:11])(=[O:5])[NH2:6]. Run in N1=CC=CC=C1 (pyridine).